Dataset: the Open Reaction Database (ORD), a public repository of structured organic reaction records. Task: describe an organic reaction: reactants, conditions, products, and yield Reactants: Cl.NCC=1C=C(C(C(=O)OCC)=CC1)O (Ethyl 4-aminomethylsalicylate hydrochloride), C(C)(C)N(C(C)C)CC (N,N-diisopropylethylamine), C1(CCC(N1OC(CCCCCNC(=O)OC(C)(C)C)=O)=O)=O (N-tert-butoxycarbonyl-6-aminohexanoic acid succinimidyl ester). Solvent: CN(C=O)C (N,N-dimethylformamide), C(C)(=O)OCC (ethyl acetate). Conditions: time 18 hour. Yields the product C(C)(C)(C)OC(=O)NCCCCCC(=O)NCOC=1C(C(=O)OCC)=CC=CC1 (ethyl (N-tert-butoxycarbonyl-6-aminohexanoyl)aminomethylsalicylate). Yield: 128.1%. Reaction SMILES: Cl.NC[C:4]1[CH:5]=[C:6]([OH:15])[C:7](=[CH:13][CH:14]=1)[C:8]([O:10][CH2:11][CH3:12])=[O:9].[CH:16]([N:19](CC)C(C)C)(C)C.C1(=O)N(O[C:31](=[O:45])[CH2:32][CH2:33][CH2:34][CH2:35][CH2:36][NH:37][C:38]([O:40][C:41]([CH3:44])([CH3:43])[CH3:42])=[O:39])C(=O)CC1>CN(C)C=O.C(OCC)(=O)C>[C:41]([O:40][C:38]([NH:37][CH2:36][CH2:35][CH2:34][CH2:33][CH2:32][C:31]([NH:19][CH2:16][O:15][C:6]1[C:7](=[CH:13][CH:14]=[CH:4][CH:5]=1)[C:8]([O:10][CH2:11][CH3:12])=[O:9])=[O:45])=[O:39])([CH3:42])([CH3:43])[CH3:44] |f:0.1|. Procedure: Ethyl 4-aminomethylsalicylate hydrochloride (0.52 g, 1.28 mmoles) was suspended in anhydrous N,N-dimethylformamide (25 mL), and N,N-diisopropylethylamine (0.79 mL, 4.53 mmoles) was added, followed by N-tert-butoxycarbonyl-6-aminohexanoic acid succinimidyl ester (0.74 g, 2.26 mmoles). The mixture was stirred under dry nitrogen for 18 hours, during which time all solids dissolved. The reaction mixture was diluted with ethyl acetate (100 mL) and extracted with 1N aqueous hydrochloric acid (100 mL).... Reactants: FC(S(=O)(=O)OC=1C([C@@H]2CC[C@]3([C@@]4(CC[C@@]5([C@@H]([C@H]4CC[C@@H]3[C@]2(CC1)C)[C@@H](CC5)C(=C)C)N)C)C)(C)C)(F)F ((1R,3aS,5aR,5bR,7aR,11aR,11bR,13aR,13bR)-3a-amino-5a,5b,8,8,11a-pentamethyl-1-(prop-1-en-2-yl)-2,3,3a,4,5,5a,5b,6,7,7a,8,11,11a,11b,12,13,13a,13b-octadecahydro-1H-cyclopenta[a]chrysen-9-yl trifluoromethanesulfonate), CC1(OB(OC1(C)C)C1=CCC(CC1)C(=O)OC)C (methyl 4-(4,4,5,5-tetramethyl-1,3,2-dioxaborolan-2-yl)cyclohex-3-enecarboxylate), O.C([O-])([O-])=O.[Na+].[Na+] (sodium carbonate hydrate). The reagents and catalysts are C=1C=CC(=CC1)[P](C=2C=CC=CC2)(C=3C=CC=CC3)[Pd]([P](C=4C=CC=CC4)(C=5C=CC=CC5)C=6C=CC=CC6)([P](C=7C=CC=CC7)(C=8C=CC=CC8)C=9C=CC=CC9)[P](C=1C=CC=CC1)(C=1C=CC=CC1)C=1C=CC=CC1 (tetrakis(triphenylphosphine)palladium(0)). Run in O1CCOCC1 (1,4-dioxane), O (water). Reaction conditions: temperature 85 celsius, time 20.5 hour. The product is N[C@]12[C@@H]([C@H]3CC[C@@H]4[C@]5(CC=C(C([C@@H]5CC[C@]4([C@@]3(CC1)C)C)(C)C)C1=CCC(CC1)C(=O)OC)C)[C@@H](CC2)C(=C)C (methyl 4-((1R,3 aS,5aR,5bR,7aR,11aS,11bR,13aR,13bR)-3a-amino-5a,5b,8,8,11a-pentamethyl-1-(prop-1-en-2-yl)-2,3,3a,4,5,5a,5b,6,7,7a,8,11,11a,11b,12,13,13a,13b-octadecahydro-1H-cyclopenta[a]chrysen-9-yl)cyclohex-3-enecarboxylate). Isolated yield 32.8%. RXN SMILES: FC(F)(F)S(O[C:7]1[C:8]([CH3:36])([CH3:35])[C@H:9]2[C@:22]([CH3:25])([CH2:23][CH:24]=1)[C@@H:21]1[C@:12]([CH3:34])([C@@:13]3([CH3:33])[C@H:18]([CH2:19][CH2:20]1)[C@H:17]1[C@H:26]([C:29]([CH3:31])=[CH2:30])[CH2:27][CH2:28][C@:16]1([NH2:32])[CH2:15][CH2:14]3)[CH2:11][CH2:10]2)(=O)=O.CC1(C)C(C)(C)OB([C:47]2[CH2:52][CH2:51][CH:50]([C:53]([O:55][CH3:56])=[O:54])[CH2:49][CH:48]=2)O1.O.C(=O)([O-])[O-].[Na+].[Na+]>O1CCOCC1.O.C1C=CC([P]([Pd]([P](C2C=CC=CC=2)(C2C=CC=CC=2)C2C=CC=CC=2)([P](C2C=CC=CC=2)(C2C=CC=CC=2)C2C=CC=CC=2)[P](C2C=CC=CC=2)(C2C=CC=CC=2)C2C=CC=CC=2)(C2C=CC=CC=2)C2C=CC=CC=2)=CC=1>[NH2:32][C@:16]12[CH2:28][CH2:27][C@@H:26]([C:29]([CH3:31])=[CH2:30])[C@@H:17]1[C@@H:18]1[C@@:13]([CH3:33])([CH2:14][CH2:15]2)[C@@:12]2([CH3:34])[C@@H:21]([C@:22]3([CH3:25])[C@@H:9]([CH2:10][CH2:11]2)[C:8]([CH3:35])([CH3:36])[C:7]([C:47]2[CH2:52][CH2:51][CH:50]([C:53]([O:55][CH3:56])=[O:54])[CH2:49][CH:48]=2)=[CH:24][CH2:23]3)[CH2:20][CH2:19]1 |f:2.3.4.5,^1:75,77,96,115|. Procedure details: To a sealable vial containing (1R,3aS,5aR,5bR,7aR,11aR,11bR,13aR,13bR)-3a-amino-5a,5b,8,8,11a-pentamethyl-1-(prop-1-en-2-yl)-2,3,3a,4,5,5a,5b,6,7,7a,8,11,11a,11b,12,13,13a,13b-octadecahydro-1H-cyclopenta[a]chrysen-9-yl trifluoromethanesulfonate (0.109 g, 0.195 mmol) was added methyl 4-(4,4,5,5-tetramethyl-1,3,2-dioxaborolan-2-yl)cyclohex-3-enecarboxylate (0.078 g, 0.293 mmol), sodium carbonate hydrate (0.073 g, 0.586 mmol), and tetrakis(triphenylphosphine)palladium(0) (6.77 mg, 5.86 mmol). The m... The reactants are C1CCOC1, CNCCO, [H-], N#Cc1c(N)cccc1F, [Na+]. The product is CNCCOc1cccc(N)c1C#N. Reaction SMILES: [CH2:18]1[O:19][CH2:20][CH2:21][CH2:22]1.[CH3:3][NH:4][CH2:5][CH2:6][OH:7].[H-:1].[NH2:8][c:9]1[c:10]([C:11]#[N:12])[c:13]([F:17])[cH:14][cH:15][cH:16]1.[Na+:2]>>[CH3:3][NH:4][CH2:5][CH2:6][O:7][c:13]1[c:10]([C:11]#[N:12])[c:9]([NH2:8])[cH:16][cH:15][cH:14]1. Starting materials: BrC=1N=C2C(=NC1)N(C=C2)COCC[Si](C)(C)C (2-bromo-5-(2-trimethylsilanyl-ethoxymethyl)-5H-pyrrolo[2,3-b]pyrazine), C(C#C)C1N(CCCC1)C (2-propargyl-1-methyl-piperidine), C1CCC2=NCCCN2CC1 (DBU). Reagents/catalysts: [Cu](I)I (copper iodide), Cl[Pd]([P](C1=CC=CC=C1)(C2=CC=CC=C2)C3=CC=CC=C3)([P](C4=CC=CC=C4)(C5=CC=CC=C5)C6=CC=CC=C6)Cl (dichlorobis-(triphenylphosphine)palladium (II)). Solvent: CC(=O)N(C)C (dimethyl acetamide). Run at temperature 120 celsius, time 10 hour. The product is CC1N(CCCC1)CC#CC=1N=C2C(=NC1)N(C=C2)COCC[Si](C)(C)C ((+/−)-2-[3-(2-methyl-piperidin-1-yl)-prop-1-ynyl]-5-(2-trimethylsilanyl-ethoxymethyl)-5H-pyrrolo[2,3-b]pyrazine). Yield: 63.3%. Reaction SMILES: Br[C:2]1[N:3]=[C:4]2[CH:10]=[CH:9][N:8]([CH2:11][O:12][CH2:13][CH2:14][Si:15]([CH3:18])([CH3:17])[CH3:16])[C:5]2=[N:6][CH:7]=1.C(C1CCCCN1C)C#C.[CH2:29]1[CH2:39][CH2:38][N:37]2[C:32](=N[CH2:34][CH2:35][CH2:36]2)[CH2:31][CH2:30]1>CC(N(C)C)=O.[Cu](I)I.Cl[Pd](Cl)([P](C1C=CC=CC=1)(C1C=CC=CC=1)C1C=CC=CC=1)[P](C1C=CC=CC=1)(C1C=CC=CC=1)C1C=CC=CC=1>[CH3:31][CH:32]1[CH2:30][CH2:29][CH2:39][CH2:38][N:37]1[CH2:36][C:35]#[C:34][C:2]1[N:3]=[C:4]2[CH:10]=[CH:9][N:8]([CH2:11][O:12][CH2:13][CH2:14][Si:15]([CH3:18])([CH3:17])[CH3:16])[C:5]2=[N:6][CH:7]=1 |^1:51,70|. Procedure details: A flask was charged with 2-bromo-5-(2-trimethylsilanyl-ethoxymethyl)-5H-pyrrolo[2,3-b]pyrazine (250 mg, 0.76 mmol), 2-propargyl-1-methyl-piperidine (105 mg, 0.76 mmol), copper iodide (15 mg, 0.076 mmol), dichlorobis-(triphenylphosphine)palladium (II) (11 mg, 0.02 mmol) and DBU (0.34 mL, 2.28 mmol) in dry dimethyl acetamide (3 mL). The mixture was vacuum degassed and heated to 120° C. and stirred for 10 hours. The mixture was cooled to ambient and quenched via the addition of water (45 ml) and et... The reactants are C1CCOC1, COC(=O)c1cn(C)c2cc(N3CCC(OCc4c(-c5c(Cl)cccc5Cl)noc4C4CC4)CC3)ccc12, CO, [K+], C1COCCO1, [OH-]. The product is Cn1cc(C(=O)O)c2ccc(N3CCC(OCc4c(-c5c(Cl)cccc5Cl)noc4C4CC4)CC3)cc21. Reaction SMILES: [CH2:43]1[O:44][CH2:45][CH2:46][CH2:47]1.[CH3:1][O:2][C:3](=[O:4])[c:5]1[cH:6][n:7]([CH3:38])[c:8]2[cH:9][c:10]([N:14]3[CH2:15][CH2:16][CH:17]([O:20][CH2:21][c:22]4[c:23](-[c:30]5[c:31]([Cl:37])[cH:32][cH:33][cH:34][c:35]5[Cl:36])[n:24][o:25][c:26]4[CH:27]4[CH2:28][CH2:29]4)[CH2:18][CH2:19]3)[cH:11][cH:12][c:13]12.[CH3:41][OH:42].[K+:40].[O:48]1[CH2:49][CH2:50][O:51][CH2:52][CH2:53]1.[OH-:39]>>[O:2]=[C:3]([OH:4])[c:5]1[cH:6][n:7]([CH3:38])[c:8]2[cH:9][c:10]([N:14]3[CH2:15][CH2:16][CH:17]([O:20][CH2:21][c:22]4[c:23](-[c:30]5[c:31]([Cl:37])[cH:32][cH:33][cH:34][c:35]5[Cl:36])[n:24][o:25][c:26]4[CH:27]4[CH2:28][CH2:29]4)[CH2:18][CH2:19]3)[cH:11][cH:12][c:13]12.